Dataset: the Open Reaction Database (ORD), a public repository of structured organic reaction records. Task: describe an organic reaction: reactants, conditions, products, and yield Starting materials: OB(O)c1ccc(Br)cc1, O=C([O-])[O-], Cc1ccccc1, Clc1ccc(I)cc1, [K+], [K+]. Yields the product Clc1ccc(-c2ccc(Br)cc2)cc1. Reaction SMILES: [Br:9][c:10]1[cH:11][cH:12][c:13]([B:16]([OH:17])[OH:18])[cH:14][cH:15]1.[C:19](=[O:20])([O-:21])[O-:22].[CH3:25][c:26]1[cH:27][cH:28][cH:29][cH:30][cH:31]1.[Cl:1][c:2]1[cH:3][cH:4][c:5]([I:8])[cH:6][cH:7]1.[K+:23].[K+:24]>>[Cl:1][c:2]1[cH:3][cH:4][c:5](-[c:13]2[cH:12][cH:11][c:10]([Br:9])[cH:15][cH:14]2)[cH:6][cH:7]1.